This data is from the Open Reaction Database (ORD), a public repository of structured organic reaction records. The task is: describe an organic reaction: reactants, conditions, products, and yield The reactants are O[C@H](C)[C@@H]1[C@@H]2N(C(=C([C@@H]2C)OP(=O)(C2=CC=CC=C2)C2=CC=CC=C2)C(=O)OCC2=CC=C(C=C2)[N+](=O)[O-])C1=O (4-nitrobenzyl (1R,5R,6S)-6-[(1R)-1-hydroxyethyl]-1-methyl-2-(diphenylphosphoryloxy)-1-carbapen-2-em-3-carboxylate), S[C@H]1C[C@H](N(C1)C(=O)OCC1=CC=C(C=C1)[N+](=O)[O-])C(=O)N1C[C@H](CC1)NC(=O)[C@H]1N(CC1)C(=O)OCC1=CC=C(C=C1)[N+](=O)[O-] ((2S,4S)-4-mercapto-1-(4-nitrobenzyloxycarbonyl)-2-[(3S)-3-[(2S)-1-(4-nitrobenzyloxycarbonyl)azetidin-2-ylcarbonylamino]pyrrolidin-1-ylcarbonyl]pyrrolidine). Yields the product O[C@H](C)[C@@H]1[C@@H]2N(C(=C([C@@H]2C)S[C@H]2C[C@H](N(C2)C(=O)OCC2=CC=C(C=C2)[N+](=O)[O-])C(=O)N2C[C@H](CC2)NC(=O)[C@H]2N(CC2)C(=O)OCC2=CC=C(C=C2)[N+](=O)[O-])C(=O)OCC2=CC=C(C=C2)[N+](=O)[O-])C1=O (4-nitrobenzyl (1R,5S,6S)-6-[(1R)-1-hydroxyethyl]-1-methyl-2-[(2S,4S)-1-(4-nitrobenzyloxycarbonyl)-2-[(3S)-3-[(2S)-1-(4-nitrobenzyloxycarbonyl)azetidin-2-ylcarbonylamino]pyrrolidin-1-ylcarbonyl]pyrrolidin-4-ylthio]-1-carbapen-2-em-3-carboxylate). Isolated yield 70.6%. As a reaction SMILES: [OH:1][C@@H:2]([C@H:4]1[C:39](=[O:40])[N:6]2[C:7]([C:26]([O:28][CH2:29][C:30]3[CH:35]=[CH:34][C:33]([N+:36]([O-:38])=[O:37])=[CH:32][CH:31]=3)=[O:27])=[C:8](OP(C3C=CC=CC=3)(C3C=CC=CC=3)=O)[C@H:9]([CH3:10])[C@H:5]12)[CH3:3].[SH:41][C@@H:42]1[CH2:46][N:45]([C:47]([O:49][CH2:50][C:51]2[CH:56]=[CH:55][C:54]([N+:57]([O-:59])=[O:58])=[CH:53][CH:52]=2)=[O:48])[C@H:44]([C:60]([N:62]2[CH2:66][CH2:65][C@H:64]([NH:67][C:68]([C@@H:70]3[CH2:73][CH2:72][N:71]3[C:74]([O:76][CH2:77][C:78]3[CH:83]=[CH:82][C:81]([N+:84]([O-:86])=[O:85])=[CH:80][CH:79]=3)=[O:75])=[O:69])[CH2:63]2)=[O:61])[CH2:43]1>>[OH:1][C@@H:2]([C@H:4]1[C:39](=[O:40])[N:6]2[C:7]([C:26]([O:28][CH2:29][C:30]3[CH:31]=[CH:32][C:33]([N+:36]([O-:38])=[O:37])=[CH:34][CH:35]=3)=[O:27])=[C:8]([S:41][C@@H:42]3[CH2:46][N:45]([C:47]([O:49][CH2:50][C:51]4[CH:56]=[CH:55][C:54]([N+:57]([O-:59])=[O:58])=[CH:53][CH:52]=4)=[O:48])[C@H:44]([C:60]([N:62]4[CH2:66][CH2:65][C@H:64]([NH:67][C:68]([C@@H:70]5[CH2:73][CH2:72][N:71]5[C:74]([O:76][CH2:77][C:78]5[CH:83]=[CH:82][C:81]([N+:84]([O-:86])=[O:85])=[CH:80][CH:79]=5)=[O:75])=[O:69])[CH2:63]4)=[O:61])[CH2:43]3)[C@H:9]([CH3:10])[C@H:5]12)[CH3:3]. Procedure: By using 4-nitrobenzyl (1R,5R,6S)-6-[(1R)-1-hydroxyethyl]-1-methyl-2-(diphenylphosphoryloxy)-1-carbapen-2-em-3-carboxylate (960 mg) and (2S,4S)-4-mercapto-1-(4-nitrobenzyloxycarbonyl)-2-[(3S)-3-[(2S)-1-(4-nitrobenzyloxycarbonyl)azetidin-2-ylcarbonylamino]pyrrolidin-1-ylcarbonyl]pyrrolidine (1.06 g), reaction and purification were carried out in a similar manner to that described in Example 1-(1), whereby 4-nitrobenzyl (1R,5S,6S)-6-[(1R)-1-hydroxyethyl]-1-methyl-2-[(2S,4S)-1-(4-nitrobenzyloxycarb...